From a dataset of the Open Reaction Database (ORD), a public repository of structured organic reaction records. describe an organic reaction: reactants, conditions, products, and yield Product: CC=1C(=NC=C(C1)C)N1CCN(CC1)C(=O)C1=C(C=C(C=C1)N1C(OC[C@H]1C)=O)N1C(N(CC1)C)=O ((R)-3-{4-[4-(3,5-dimethylpyridin-2-yl)piperazine-1-carbonyl]-3-(3-methyl-2-oxoimidazolidin-1-yl)phenyl}-4-methyloxazolidin-2-one). Procedure: By reaction and treatment in the same manner as in Example 201 and using 1-{5-chloro-2-[4-(3,5-dimethylpyridin-2-yl)piperazine-1-carbonyl]phenyl}-3-methylimidazolidin-2-one (184 mg) described in Preparation Example 127 and (R)-4-methyloxazolidin-2-one (47.8 mg) described in Preparation Example 25, the title compound (82.6 mg) was obtained. Isolated yield 39.0%. Reaction SMILES: Cl[C:2]1[CH:3]=[CH:4][C:5]([C:15]([N:17]2[CH2:22][CH2:21][N:20]([C:23]3[C:28]([CH3:29])=[CH:27][C:26]([CH3:30])=[CH:25][N:24]=3)[CH2:19][CH2:18]2)=[O:16])=[C:6]([N:8]2[CH2:12][CH2:11][N:10]([CH3:13])[C:9]2=[O:14])[CH:7]=1.[CH3:31][C@@H:32]1[CH2:36][O:35][C:34](=[O:37])[NH:33]1>>[CH3:29][C:28]1[C:23]([N:20]2[CH2:21][CH2:22][N:17]([C:15]([C:5]3[CH:4]=[CH:3][C:2]([N:33]4[C@H:32]([CH3:31])[CH2:36][O:35][C:34]4=[O:37])=[CH:7][C:6]=3[N:8]3[CH2:12][CH2:11][N:10]([CH3:13])[C:9]3=[O:14])=[O:16])[CH2:18][CH2:19]2)=[N:24][CH:25]=[C:26]([CH3:30])[CH:27]=1. The reactants are ClC=1C=CC(=C(C1)N1C(N(CC1)C)=O)C(=O)N1CCN(CC1)C1=NC=C(C=C1C)C (1-{5-chloro-2-[4-(3,5-dimethylpyridin-2-yl)piperazine-1-carbonyl]phenyl}-3-methylimidazolidin-2-one), C[C@H]1NC(OC1)=O ((R)-4-methyloxazolidin-2-one). Reactants: Cc1cc(OC(F)(F)F)ccc1C(N)=O, O=P(Cl)(Cl)Cl. Product: Cc1cc(OC(F)(F)F)ccc1C#N. RXN SMILES: [CH3:1][c:2]1[c:3]([C:4](=[O:5])[NH2:6])[cH:7][cH:8][c:9]([O:11][C:12]([F:13])([F:14])[F:15])[cH:10]1.[P:16]([Cl:17])([Cl:18])([Cl:19])=[O:20]>>[CH3:1][c:2]1[c:3]([C:4]#[N:6])[cH:7][cH:8][c:9]([O:11][C:12]([F:13])([F:14])[F:15])[cH:10]1. Reactants: CC(C)(C)NS(=O)(=O)c1ccc(C(=O)N2CCC2)o1, O=C(O)C(F)(F)F. Reaction SMILES: [N:1]1([C:5](=[O:6])[c:7]2[cH:8][cH:9][c:10]([S:12](=[O:13])(=[O:14])[NH:15][C:16]([CH3:17])([CH3:18])[CH3:19])[o:11]2)[CH2:2][CH2:3][CH2:4]1.[OH:20][C:21]([C:22]([F:23])([F:24])[F:25])=[O:26]>>[N:1]1([C:5](=[O:6])[c:7]2[cH:8][cH:9][c:10]([S:12](=[O:13])(=[O:14])[NH2:15])[o:11]2)[CH2:2][CH2:3][CH2:4]1. The product is NS(=O)(=O)c1ccc(C(=O)N2CCC2)o1. The product is O=C(O)CSc1ccc2c(c1)C(=O)c1sccc1CO2. Reactants: O=C(O)CSc1ccc(OCc2ccsc2C(=O)O)cc1, CC(Cl)Cl, O=C(OC(=O)C(F)(F)F)C(F)(F)F. Reaction SMILES: [C:14](=[O:15])([OH:16])[CH2:17][S:18][c:19]1[cH:20][cH:21][c:22]([O:23][CH2:24][c:25]2[c:26]([C:30](=[O:31])[OH:32])[s:27][cH:28][cH:29]2)[cH:33][cH:34]1.[Cl:35][CH:36]([Cl:37])[CH3:38].[F:1][C:2]([F:3])([F:4])[C:5]([O:6][C:7](=[O:8])[C:9]([F:10])([F:11])[F:12])=[O:13]>>[C:14](=[O:15])([OH:16])[CH2:17][S:18][c:19]1[cH:20][cH:21][c:22]2[c:33]([cH:34]1)[C:30](=[O:32])[c:26]1[c:25]([cH:29][cH:28][s:27]1)[CH2:24][O:23]2. Reactants: CCO, O=C[O-], CCOC(=O)CC(c1ccccc1)n1cnc2cc(NC(=O)c3ccc([N+](=O)[O-])cc3)ccc21, [NH4+], O. The product is CCOC(=O)CC(c1ccccc1)n1cnc2cc(NC(=O)c3ccc(N)cc3)ccc21. Reaction SMILES: [CH3:39][CH2:40][OH:41].[CH:35]([O-:36])=[O:37].[N+:1]([O-:2])(=[O:3])[c:4]1[cH:5][cH:6][c:7]([C:8](=[O:9])[NH:10][c:11]2[cH:12][c:13]3[c:14]([n:15]([CH:18]([CH2:19][C:20](=[O:21])[O:22][CH2:23][CH3:24])[c:25]4[cH:26][cH:27][cH:28][cH:29][cH:30]4)[cH:16][n:17]3)[cH:31][cH:32]2)[cH:33][cH:34]1.[NH4+:38].[OH2:42]>>[NH2:1][c:4]1[cH:5][cH:6][c:7]([C:8](=[O:9])[NH:10][c:11]2[cH:12][c:13]3[c:14]([n:15]([CH:18]([CH2:19][C:20](=[O:21])[O:22][CH2:23][CH3:24])[c:25]4[cH:26][cH:27][cH:28][cH:29][cH:30]4)[cH:16][n:17]3)[cH:31][cH:32]2)[cH:33][cH:34]1.